The task is: describe an organic reaction: reactants, conditions, products, and yield. This data is from the Open Reaction Database (ORD), a public repository of structured organic reaction records. The reactants are C(C)(=O)OC=1C=C2C=CC(OC2=CC1C(C)(C)C)(COC1=CC=C(C=C1)[N+](=O)[O-])C (6-acetoxy-7-t-butyl-2-methyl-2-(4-nitrophenoxymethyl)-2H-chromene), [H][H] (hydrogen). Reagents/catalysts: [Pd] (palladium-on-carbon). The solvent is C1=CC=CC=C1 (benzene), C(C)(=O)O (acetic acid). Product: C(C)(=O)OC=1C=C2CCC(OC2=CC1C(C)(C)C)(C)COC1=CC=C(C=C1)N (6-Acetoxy-2-(4-aminophenoxymethyl)-7-t-butyl-2-methylchroman). As a reaction SMILES: [C:1]([O:4][C:5]1[CH:6]=[C:7]2[C:12](=[CH:13][C:14]=1[C:15]([CH3:18])([CH3:17])[CH3:16])[O:11][C:10]([CH3:30])([CH2:19][O:20][C:21]1[CH:26]=[CH:25][C:24]([N+:27]([O-])=O)=[CH:23][CH:22]=1)[CH:9]=[CH:8]2)(=[O:3])[CH3:2].[H][H]>C1C=CC=CC=1.C(O)(=O)C.[Pd]>[C:1]([O:4][C:5]1[CH:6]=[C:7]2[C:12](=[CH:13][C:14]=1[C:15]([CH3:18])([CH3:16])[CH3:17])[O:11][C:10]([CH2:19][O:20][C:21]1[CH:22]=[CH:23][C:24]([NH2:27])=[CH:25][CH:26]=1)([CH3:30])[CH2:9][CH2:8]2)(=[O:3])[CH3:2]. Procedure details: 2.1 g of 6-acetoxy-7-t-butyl-2-methyl-2-(4-nitrophenoxymethyl)-2H-chromene (prepared as described in Preparation 57) were dissolved in a mixture of 20 ml of benzene and 2 ml of acetic acid, and the compound was reduced for 10 hours at room temperature, in the presence of 0.1 g of 10% w/w palladium-on-carbon, and under about 1 atmosphere (about 1 bar) pressure of hydrogen. The catalyst was filtered off, and the reaction mixture was washed with a saturated aqueous solution of sodium bicarbonate an... Reactants: ( S ), CC(C)([O-])C.[K+] (potassium tert-butoxide), C1(=C(C(=CC(=C1)C)C)N1C2=CC=CC=C2S(C=2C=C(C=CC12)C=O)(=O)=O)C (10-mesityl-5,5-dioxophenothiazine-3-carbaldehyde), ( S ), C(C)OP(OCC)(=O)CC1=CC=C(C=C1)C1=CC=C(C=C1)CP(=O)(OCC)OCC (diethyl[4′-(diethoxyphosphorylmethyl)biphenyl-4-ylmethyl]phosphonate). Solvent: C(Cl)(Cl)Cl (chloroform). Conditions: time 4 hour. The product is C1(=C(C(=CC(=C1)C)C)N1C2=CC=CC=C2S(C=2C=C(C=CC12)C=CC1=CC=C(C=C1)C1=CC=C(C=C1)C=CC=1C=CC=2N(C3=CC=CC=C3S(C2C1)(=O)=O)C1=C(C=C(C=C1C)C)C)(=O)=O)C (10-Mesityl-3-(2-{4′-[2-(10-mesityl-5,5-dioxophenothiazin-3-yl)vinyl]biphenyl-4-yl}vinyl)phenothiazine 5,5-dioxide). Reaction SMILES: [CH3:1][C:2]([CH3:5])([O-])[CH3:3].[K+].[C:7]1([CH3:33])[CH:12]=[C:11]([CH3:13])[CH:10]=[C:9]([CH3:14])[C:8]=1[N:15]1[C:28]2[CH:27]=[CH:26][C:25]([CH:29]=O)=[CH:24][C:23]=2[S:22](=[O:32])(=[O:31])[C:21]2[C:16]1=[CH:17][CH:18]=[CH:19][CH:20]=2.C(OP([CH2:42][C:43]1[CH:48]=[CH:47][C:46]([C:49]2[CH:54]=[CH:53][C:52]([CH2:55]P(OCC)(OCC)=O)=[CH:51][CH:50]=2)=[CH:45][CH:44]=1)(=O)OCC)C>C(Cl)(Cl)Cl>[C:7]1([CH3:33])[CH:12]=[C:11]([CH3:13])[CH:10]=[C:9]([CH3:14])[C:8]=1[N:15]1[C:28]2[CH:27]=[CH:26][C:25]([CH:29]=[CH:55][C:52]3[CH:51]=[CH:50][C:49]([C:46]4[CH:45]=[CH:44][C:43]([CH:42]=[CH:1][C:2]5[CH:5]=[CH:27][C:28]6[N:15]([C:8]7[C:7]([CH3:33])=[CH:12][C:11]([CH3:13])=[CH:10][C:9]=7[CH3:14])[C:16]7[C:21]([S:22](=[O:32])(=[O:31])[C:23]=6[CH:3]=5)=[CH:20][CH:19]=[CH:18][CH:17]=7)=[CH:48][CH:47]=4)=[CH:54][CH:53]=3)=[CH:24][C:23]=2[S:22](=[O:32])(=[O:31])[C:21]2[C:16]1=[CH:17][CH:18]=[CH:19][CH:20]=2 |f:0.1|. Procedure details: 0.93 g (8.1 mmol) of potassium tert-butoxide and then 2.70 g (7.16 mmol) of 10-mesityl-5,5-dioxophenothiazine-3-carbaldehyde (example 35b) were added at room temperature with stirring under nitrogen to a solution of 1.63 g (3.58 mmol) of diethyl[4′-(diethoxyphosphorylmethyl)biphenyl-4-ylmethyl]phosphonate (U.S. Pat. No. 3,984,399, example 2, column 29, lines 58-66) in 40 ml of dimethyl sulfoxide which has been dried over a molecular sieve. After stirring at room temperature for 4 h, the reaction... The reactants are Cc1cc2cc(CO)ncc2o1, CS(C)=O, O=C(Cl)C(=O)Cl, ClCCl. Yields the product Cc1cc2cc(C=O)ncc2o1. RXN SMILES: [CH3:11][c:12]1[cH:13][c:14]2[c:15]([cH:16][n:17][c:18]([CH2:20][OH:21])[cH:19]2)[o:22]1.[CH3:7][S:8]([CH3:9])=[O:10].[Cl:1][C:2]([C:3]([Cl:4])=[O:5])=[O:6].[Cl:23][CH2:24][Cl:25]>>[CH3:11][c:12]1[cH:13][c:14]2[c:15]([cH:16][n:17][c:18]([CH:20]=[O:21])[cH:19]2)[o:22]1. The reactants are OC1=CC=C(C2=C1SC=C2)C=O (7-hydroxybenzo[b]thiophene-4-carbaldehyde), ClC1=NC=C(C#N)C=C1 (6-chloronicotinonitrile), C(=O)([O-])[O-].[K+].[K+] (K2CO3). Procedure details: A suspension of 7-hydroxybenzo[b]thiophene-4-carbaldehyde (Preparation 69) (100 mg, 0.62 mmol), 6-chloronicotinonitrile (86 mg, 0.62 mmol) and K2CO3 (258 mg, 1.87 mmol) in sulfolane (3 mL) was heated in a microwave reactor at 130 W/80° C. for 4 h. The mixture was cooled, poured onto ice water and the resulting solid filtered and air-dried to give the title compound: RT=3.40 min; m/z (ES+)=265.2 [M+H]+. The product is C(=O)C1=CC=C(C=2SC=CC21)OC2=NC=C(C#N)C=C2 (6-(4-Formylbenzo[b]thiophen-7-yloxy)nicotinonitrile). Solvent: S1(=O)(=O)CCCC1 (sulfolane). Conditions: temperature 80 celsius. Reaction SMILES: [OH:1][C:2]1[C:7]2[S:8][CH:9]=[CH:10][C:6]=2[C:5]([CH:11]=[O:12])=[CH:4][CH:3]=1.Cl[C:14]1[CH:21]=[CH:20][C:17]([C:18]#[N:19])=[CH:16][N:15]=1.C([O-])([O-])=O.[K+].[K+]>S1(CCCC1)(=O)=O>[CH:11]([C:5]1[C:6]2[CH:10]=[CH:9][S:8][C:7]=2[C:2]([O:1][C:14]2[CH:21]=[CH:20][C:17]([C:18]#[N:19])=[CH:16][N:15]=2)=[CH:3][CH:4]=1)=[O:12] |f:2.3.4|. The reactants are C(CCCCCCCCCCCCCCCCC)(=O)Cl (1-octadecanoyl chloride), C(C=C)(=O)N (acrylamide), Cl (hydrogen chloride). Reagents/catalysts: [Cl-].[Zn+2].[Cl-] (zinc chloride). The solvent is CC(=O)C (acetone). Conditions: time 5 minute. The product is C(CCCCCCCCCCCCCCCCC)(=O)NC(C=C)=O (N-Octadecanoylacrylamide). As a reaction SMILES: [C:1](Cl)(=[O:19])[CH2:2][CH2:3][CH2:4][CH2:5][CH2:6][CH2:7][CH2:8][CH2:9][CH2:10][CH2:11][CH2:12][CH2:13][CH2:14][CH2:15][CH2:16][CH2:17][CH3:18].[C:21]([NH2:25])(=[O:24])[CH:22]=[CH2:23].Cl>[Cl-].[Zn+2].[Cl-].CC(C)=O>[C:1]([NH:25][C:21](=[O:24])[CH:22]=[CH2:23])(=[O:19])[CH2:2][CH2:3][CH2:4][CH2:5][CH2:6][CH2:7][CH2:8][CH2:9][CH2:10][CH2:11][CH2:12][CH2:13][CH2:14][CH2:15][CH2:16][CH2:17][CH3:18] |f:3.4.5|. Procedure: Into a 250 -mL-capacity conical flask equipped with an anhydrous calcium chloride (CaCl2) guard tube, 15.1 g 1-octadecanoyl chloride [CH3—(CH2)16—COCl] (0.005 M). 3.5 g acrylamide (CH2═CH—CO—NH2) (0.05 M), and 50 ml acetone were placed to obtained a clear solution. The solution was stirred with a magnetic needle at room temperature. Anhydrous zinc chloride (ZnCl2), 6.5 g (0.05 M), was added and the reaction mixture was stirred at room temperature. After 5-10 min of stirring, vigorous evolution o... The reactants are Cl, [K+], C1COCCO1, [OH-], O, COC(=O)c1cc2ccc(OCCOCCOCCO)cc2[nH]1. Yields the product O=C(O)c1cc2ccc(OCCOCCOCCO)cc2[nH]1. As a reaction SMILES: [ClH:26].[K+:25].[O:27]1[CH2:28][CH2:29][O:30][CH2:31][CH2:32]1.[OH-:24].[OH2:33].[OH:1][CH2:2][CH2:3][O:4][CH2:5][CH2:6][O:7][CH2:8][CH2:9][O:10][c:11]1[cH:12][cH:13][c:14]2[cH:15][c:16]([C:20](=[O:21])[O:22][CH3:23])[nH:17][c:18]2[cH:19]1>>[OH:1][CH2:2][CH2:3][O:4][CH2:5][CH2:6][O:7][CH2:8][CH2:9][O:10][c:11]1[cH:12][cH:13][c:14]2[cH:15][c:16]([C:20](=[O:21])[OH:22])[nH:17][c:18]2[cH:19]1. The reactants are trans azido, C(C)(C)(C)OC(=O)N1[C@H](C(=O)O)C[C@H](C1)N=[N+]=[N-] ((4R)-1-(tert-Butoxycarbonyl)-4-azido-L-proline). Solvent: C(C)O (ethanol). The product is C(C)(C)(C)OC(=O)N1[C@H](C(=O)O)C[C@H](C1)N ((4R)-1-(tert-Butoxycarbonyl)-4-amino-L-proline). Yield: 67.0%. Reaction SMILES: [C:1]([O:5][C:6]([N:8]1[CH2:15][C@H:14]([N:16]=[N+]=[N-])[CH2:13][C@H:9]1[C:10]([OH:12])=[O:11])=[O:7])([CH3:4])([CH3:3])[CH3:2]>C(O)C>[C:1]([O:5][C:6]([N:8]1[CH2:15][C@H:14]([NH2:16])[CH2:13][C@H:9]1[C:10]([OH:12])=[O:11])=[O:7])([CH3:4])([CH3:2])[CH3:3]. Procedure: The trans azido acid 8b (3.0 g., 11.7 mmol) was hydrogenated as for the synthesis of 6, to give 1.8 g (67% yield) after crystlalization from ethanol, m.p.=228°-229° C. (decomp.). 1H NMR (CDCl3) δ1.42/1.47 (2s, 9H), 2.29 (m, 1H), 2.45 (m, 1H), 3.58 (m, 1H), 3.80 (m, 1H), 3.99 (m, 1H), 4.24 (m, 1H). Anal. (C10H18N2O4.0.5H2O) C, H, N. Starting materials: CC(C)(C)OC(=O)c1ccc(CBr)cc1, Cc1nn(C)c(Oc2ccccc2)c1C=NO, CS(C)=O, [K+], [OH-], O. Product: Cc1nn(C)c(Oc2ccccc2)c1C=NOCc1ccc(C(=O)OC(C)(C)C)cc1. RXN SMILES: [Br:20][CH2:21][c:22]1[cH:23][cH:24][c:25]([C:26](=[O:27])[O:28][C:29]([CH3:30])([CH3:31])[CH3:32])[cH:33][cH:34]1.[CH3:1][n:2]1[n:3][c:4]([CH3:17])[c:5]([CH:14]=[N:15][OH:16])[c:6]1[O:7][c:8]1[cH:9][cH:10][cH:11][cH:12][cH:13]1.[CH3:36][S:37](=[O:38])[CH3:39].[K+:19].[OH-:18].[OH2:35]>>[CH3:1][n:2]1[n:3][c:4]([CH3:17])[c:5]([CH:14]=[N:15][O:16][CH2:21][c:22]2[cH:23][cH:24][c:25]([C:26](=[O:27])[O:28][C:29]([CH3:30])([CH3:31])[CH3:32])[cH:33][cH:34]2)[c:6]1[O:7][c:8]1[cH:9][cH:10][cH:11][cH:12][cH:13]1. Reactants: ClC=1N=C(SC1)C(COCCN1C=C2N(C(N(C(C2=C1C1=CC=CC=C1)=O)C)=O)C)=O (6-(2-(2-(4-Chlorothiazol-2-yl)-2-oxoethoxy)ethyl)-1,3-dimethyl-5-phenyl-1H-pyrrolo[3,4-d]pyrimidine-2,4(3H,6H)-dione), [BH4-].[Na+] (sodium borohydride). Run in CO (MeOH). Conditions: time 25 minute. The product is ClC=1N=C(SC1)C(COCCN1C=C2N(C(N(C(C2=C1C1=CC=CC=C1)=O)C)=O)C)O (6-(2-(2-(4-Chlorothiazol-2-yl)-2-hydroxyethoxy)ethyl)-1,3-dimethyl-5-phenyl-1H-pyrrolo[3,4-d]pyrimidine-2,4(3H,6H)-dione). RXN SMILES: [Cl:1][C:2]1[N:3]=[C:4]([C:7](=[O:31])[CH2:8][O:9][CH2:10][CH2:11][N:12]2[C:20]([C:21]3[CH:26]=[CH:25][CH:24]=[CH:23][CH:22]=3)=[C:19]3[C:14]([N:15]([CH3:30])[C:16](=[O:29])[N:17]([CH3:28])[C:18]3=[O:27])=[CH:13]2)[S:5][CH:6]=1.[BH4-].[Na+]>CO>[Cl:1][C:2]1[N:3]=[C:4]([CH:7]([OH:31])[CH2:8][O:9][CH2:10][CH2:11][N:12]2[C:20]([C:21]3[CH:22]=[CH:23][CH:24]=[CH:25][CH:26]=3)=[C:19]3[C:14]([N:15]([CH3:30])[C:16](=[O:29])[N:17]([CH3:28])[C:18]3=[O:27])=[CH:13]2)[S:5][CH:6]=1 |f:1.2|. Procedure details: 6-(2-(2-(4-Chlorothiazol-2-yl)-2-oxoethoxy)ethyl)-1,3-dimethyl-5-phenyl-1H-pyrrolo[3,4-d]pyrimidine-2,4(3H,6H)-dione (540 mg, 1.177 mmol) was dissolved in MeOH (20 mL) and sodium borohydride (134 mg, 3.53 mmol) was added. The mixture was stirred at room temp. for 25 minutes and the reaction was quenched with sat. NaHCO3(aq) and extracted with chloroform (3×). The combined organic extracts were passed through a hydrophobic frit and evaporated under vacuum to afford the title compound;